Task: describe an organic reaction: reactants, conditions, products, and yield. Dataset: the Open Reaction Database (ORD), a public repository of structured organic reaction records Reactants: C(#N)C(C)N/C(/C#N)=C(/C#N)\N (α-cyanoethyldiaminomaleonitrile), O=P12OP3(=O)OP(=O)(O1)OP(=O)(O2)O3 (phosphorus pentoxide). The solvent is C(C)O (ethanol). Yields the product C(#N)C=1NC(C(NC1C#N)C)=O (5,6-dicyano-2-methyl-1,2,3,4-tetrahydropyrazin-3-one). The yield is 420.2%. Reaction SMILES: [C:1]([CH:3]([NH:5]/[C:6](=[C:9](\[NH2:12])/[C:10]#[N:11])/[C:7]#[N:8])[CH3:4])#N.[O:13]=P12OP3(OP(OP(O3)(O1)=O)(=O)O2)=O>C(O)C>[C:10]([C:9]1[NH:12][C:4](=[O:13])[CH:3]([CH3:1])[NH:5][C:6]=1[C:7]#[N:8])#[N:11]. Procedure details: A mixture of 1.0 g of α-cyanoethyldiaminomaleonitrile obtained as described in Example 4 and 0.3 g of phosphorus pentoxide was heated under refluxing for 19 hours in 30 ml of ethanol. Thereafter, the solvent was distilled off, and the resulting residue was treated with ice-water to obtain brown-colored fine crystals. The crystals thus obtained were recrystallized from a mixture of tetrahydrofuran, methanol and water (2:2:1 by volume) to obtain 0.72 g (72% yield) of 5,6-dicyano-2-methyl-1,2,3,4-t... Reactants: C(C)OC(C(N(CC=1SC=CC1)C)C#N)=O (Ethyl-2-[methyl(thienylmethyl)amino]-cyanoacetate), C1(=CC=CC=C1)[Mg]Br (PhMgBr). The solvent is CCOCC (ether). Yields the product C(C)OC(C(=C(C1=CC=CC=C1)N)N(CC=1SC=CC1)C)=O (Ethyl-3-amino-3-phenyl-2-[methyl(thienylmethyl)amino]-2-propenoate). As a reaction SMILES: [CH2:1]([O:3][C:4](=[O:16])[CH:5]([C:14]#[N:15])[N:6]([CH3:13])[CH2:7][C:8]1[S:9][CH:10]=[CH:11][CH:12]=1)[CH3:2].[C:17]1([Mg]Br)[CH:22]=[CH:21][CH:20]=[CH:19][CH:18]=1>CCOCC>[CH2:1]([O:3][C:4](=[O:16])[C:5]([N:6]([CH3:13])[CH2:7][C:8]1[S:9][CH:10]=[CH:11][CH:12]=1)=[C:14]([NH2:15])[C:17]1[CH:22]=[CH:21][CH:20]=[CH:19][CH:18]=1)[CH3:2]. Procedure details: Ethyl-2-[methyl(thienylmethyl)amino]-cyanoacetate (0.014 mol, 3.4 g) was dissolved in 100 mL of ether and added to 9.5 mL of 3M PhMgBr, and the resulting mixture was refluxed for 18 h. The reaction was cooled, quenched with sat. NH4Cl solution and extracted with ether. The organics were dried, concentrated, and chromatographed using 1:1 hexanes:ethyl acetate to give 1.4 g of product. 1H NMR (300 MHz) CDCl3: 7.58 (d, 2H), 7.4 (m, 3H), 7.21 (d, 1H), 6.89 (m, 2H), 5.0 (s, 1H), 4.28 (t, 2H), 3.85 (s... Reactants: O=C[C@H](O)[C@@H](O)[C@H](O)[C@H](O)CO (glucose), O[C@@H]1[C@]2(C)[C@@H](CC1)[C@@H]1CCC3=CC(CC[C@]3(C)[C@H]1CC2)=O (17β-hydroxy-4-androsten-3-one). Run in CS(=O)C (dimethyl sulphoxide). Conditions: time 22 hour. The product is O[C@H]1[C@H]2[C@@H]3CC[C@@H]([C@@]3(C)CC[C@@H]2[C@]2(CCC(C=C2C1)=O)C)O (7α,17β-dihydroxy-4-androsten-3-one). As a reaction SMILES: [O:1]=C[C@@H]([C@H]([C@@H]([C@@H](CO)O)O)O)O.[OH:13][C@H:14]1[CH2:19][CH2:18][C@H:17]2[C@H:20]3[C@H:30]([CH2:31][CH2:32][C@:15]12[CH3:16])[C@:28]1([CH3:29])[C:23](=[CH:24][C:25](=[O:33])[CH2:26][CH2:27]1)[CH2:22][CH2:21]3>CS(C)=O>[OH:1][C@@H:21]1[CH2:22][C:23]2[C@:28]([CH3:29])([CH2:27][CH2:26][C:25](=[O:33])[CH:24]=2)[C@@H:30]2[C@@H:20]1[C@H:17]1[C@@:15]([CH2:32][CH2:31]2)([CH3:16])[C@@H:14]([OH:13])[CH2:19][CH2:18]1. Procedure: 100 ml of a nutrient medium, containing 1% cornsteep liquor and 1% glucose, were adjusted to pH 6.5 and, after sterilization, inoculated with the mycelium of IFO 6469. After incubation at 26.5° on the rotary shaking machine during 22 hours, 100 mg of 17β-hydroxy-4-androsten-3-one in 1 ml of dimethyl sulphoxide were added and the incubation was continued at 26.5° for a further 8 days. Thereafter, the fermentation solution was filtered, the filtrate was extracted with ethyl acetate and concentrate...